Dataset: the Open Reaction Database (ORD), a public repository of structured organic reaction records. Task: describe an organic reaction: reactants, conditions, products, and yield The reactants are COc1cccc(Nc2c(C(N)=O)cnc3c(C)cc(S(=O)(=O)c4cccc(-c5ccc(CO)cc5)c4)cc23)c1, OCCCCCc1ccc(B(O)O)cc1. Yields the product COc1cccc(Nc2c(C(N)=O)cnc3c(C)cc(S(=O)(=O)c4cccc(-c5ccc(CCCCCO)cc5)c4)cc23)c1. Reaction SMILES: [OH:1][CH2:2][c:3]1[cH:4][cH:5][c:6](-[c:9]2[cH:10][c:11]([S:15](=[O:16])(=[O:17])[c:18]3[cH:19][c:20]4[c:21]([NH:32][c:33]5[cH:34][c:35]([O:39][CH3:40])[cH:36][cH:37][cH:38]5)[c:22]([C:29](=[O:30])[NH2:31])[cH:23][n:24][c:25]4[c:26]([CH3:28])[cH:27]3)[cH:12][cH:13][cH:14]2)[cH:7][cH:8]1.[OH:41][CH2:42][CH2:43][CH2:44][CH2:45][CH2:46][c:47]1[cH:48][cH:49][c:50]([B:51]([OH:52])[OH:53])[cH:54][cH:55]1>>[c:3]1([CH2:46][CH2:45][CH2:44][CH2:43][CH2:42][OH:41])[cH:4][cH:5][c:6](-[c:9]2[cH:10][c:11]([S:15](=[O:16])(=[O:17])[c:18]3[cH:19][c:20]4[c:21]([NH:32][c:33]5[cH:34][c:35]([O:39][CH3:40])[cH:36][cH:37][cH:38]5)[c:22]([C:29](=[O:30])[NH2:31])[cH:23][n:24][c:25]4[c:26]([CH3:28])[cH:27]3)[cH:12][cH:13][cH:14]2)[cH:7][cH:8]1. Starting materials: BrC1=C(C=CC=C1)[C@H](C)O ((S)-1-(2-bromophenyl)ethanol), O.O.[I-].[Na+] (sodium iodide dihydrate). Reagents/catalysts: [Cu]I (CuI), CNCCNC (N,N′-dimethylethylenediamine). The solvent is O1CCOCC1 (1,4-dioxane). Conditions: temperature 150 celsius, time 16 hour. Product: IC1=C(C=CC=C1)[C@H](C)O ((S)-1-(2-iodophenyl)ethanol). Yield: 240.4%. As a reaction SMILES: Br[C:2]1[CH:7]=[CH:6][CH:5]=[CH:4][C:3]=1[C@@H:8]([OH:10])[CH3:9].O.O.[I-:13].[Na+]>[Cu]I.CNCCNC.O1CCOCC1>[I:13][C:2]1[CH:7]=[CH:6][CH:5]=[CH:4][C:3]=1[C@@H:8]([OH:10])[CH3:9] |f:1.2.3.4|. Procedure details: To each of three identical Emrys microwave reaction vessels was added (S)-1-(2-bromophenyl)ethanol (1.67 g, 8.3 mmol), CuI (189 mg, 1.0 mmol), 1,4-dioxane (12.4 ml), N,N′-dimethylethylenediamine (0.18 ml, 1.7 mmol) and sodium iodide dihydrate (3.1 g, 16.6 mmol). Each vessel was sealed and heated in an Emrys microwave reactor to 150° C. for 2 h. On cooling, the mixtures were combined and partitioned between water (20 ml) and EtOAc (20 ml). The organic phase was washed with brine (20 ml), dried (M... Starting materials: BrCc1ccccc1, COc1ccc(N2CCN(c3c(C)c(C)c4c(c3C)C(O)C(C)(C)O4)CC2)cc1, [H-], [Na+], CN(C)C=O, O. Product: COc1ccc(N2CCN(c3c(C)c(C)c4c(c3C)C(OCc3ccccc3)C(C)(C)O4)CC2)cc1. RXN SMILES: [Br:32][CH2:33][c:34]1[cH:35][cH:36][cH:37][cH:38][cH:39]1.[CH3:3][O:4][c:5]1[cH:6][cH:7][c:8]([N:11]2[CH2:12][CH2:13][N:14]([c:17]3[c:18]([CH3:31])[c:19]([CH3:30])[c:20]4[c:21]([c:28]3[CH3:29])[CH:22]([OH:27])[C:23]([CH3:25])([CH3:26])[O:24]4)[CH2:15][CH2:16]2)[cH:9][cH:10]1.[H-:1].[Na+:2].[O:41]=[CH:42][N:43]([CH3:44])[CH3:45].[OH2:40]>>[CH3:3][O:4][c:5]1[cH:6][cH:7][c:8]([N:11]2[CH2:12][CH2:13][N:14]([c:17]3[c:18]([CH3:31])[c:19]([CH3:30])[c:20]4[c:21]([c:28]3[CH3:29])[CH:22]([O:27][CH2:33][c:34]3[cH:35][cH:36][cH:37][cH:38][cH:39]3)[C:23]([CH3:25])([CH3:26])[O:24]4)[CH2:15][CH2:16]2)[cH:9][cH:10]1. Starting materials: COC=1C=C2C(=CN(C2=CC1OC)C)C1=CC=2C(=NC=CC2CN2CCC(CC2)N2CCCCC2)N1S(=O)(=O)C1=CC=C(C=C1)C (1′-[2-(5,6-dimethoxy-1-methyl-1H-indol-3-yl)-1-(toluene-4-sulfonyl)-1H-pyrrolo[2,3-b]pyrid-4-ylmethyl][1,4′]bipiperidyl), [OH-].[K+] (potassium hydroxide). The product is 1-[2-(5,6-Dimethoxy-1-methyl-1H-indol-3-yl)-1H-pyrrolo[2,3-b]pyrid-4-ylmethyl][1,4′]bipiperidyl, COC=1C=C2C(=CN(C2=CC1OC)C)C1=CC=2C(=NC=CC2CN2CCC(CC2)N2CCCCC2)N1 (1′-[2-(5,6-dimethoxy-1-methyl-1H-indol-3-yl)-1H-pyrrolo[2,3-b]pyrid-4-ylmethyl][1,4′]bipiperidyl). Isolated yield 52.6%. Reaction SMILES: [CH3:1][O:2][C:3]1[CH:4]=[C:5]2[C:9](=[CH:10][C:11]=1[O:12][CH3:13])[N:8]([CH3:14])[CH:7]=[C:6]2[C:15]1[N:36](S(C2C=CC(C)=CC=2)(=O)=O)[C:18]2=[N:19][CH:20]=[CH:21][C:22]([CH2:23][N:24]3[CH2:29][CH2:28][CH:27]([N:30]4[CH2:35][CH2:34][CH2:33][CH2:32][CH2:31]4)[CH2:26][CH2:25]3)=[C:17]2[CH:16]=1.[OH-].[K+]>>[CH3:1][O:2][C:3]1[CH:4]=[C:5]2[C:9](=[CH:10][C:11]=1[O:12][CH3:13])[N:8]([CH3:14])[CH:7]=[C:6]2[C:15]1[NH:36][C:18]2=[N:19][CH:20]=[CH:21][C:22]([CH2:23][N:24]3[CH2:25][CH2:26][CH:27]([N:30]4[CH2:31][CH2:32][CH2:33][CH2:34][CH2:35]4)[CH2:28][CH2:29]3)=[C:17]2[CH:16]=1 |f:1.2|. Procedure details: 1-[2-(5,6-Dimethoxy-1-methyl-1H-indol-3-yl)-1H-pyrrolo[2,3-b]pyrid-4-ylmethyl][1,4′]bipiperidyl is prepared as described in Example 179a starting with 0.025 g of 1′-[2-(5,6-dimethoxy-1-methyl-1H-indol-3-yl)-1-(toluene-4-sulfonyl)-1H-pyrrolo[2,3-b]pyrid-4-ylmethyl][1,4′]bipiperidyl instead of the [2-(5,6-dimethoxy-1-methyl-1H-indol-3-yl)-1-(toluene-4-sulfonyl)-1H-pyrrolo[2,3-b]pyrid-4-ylmethyl](4-trifluoromethylsulfanylbenzyl)amine used in Example 179a and 0.17 cm3 of 5N potassium hydroxide. 0.01...